Dataset: the Open Reaction Database (ORD), a public repository of structured organic reaction records. Task: describe an organic reaction: reactants, conditions, products, and yield Reactants: ClC=1C=C(C(=O)CC(C2=CC(=CC=C2)Cl)=O)C=CC1 (di(m-chlorobenzoyl)methane), CNC(=O)N (N-methylurea), C1(=CC=C(C=C1)S(=O)(=O)O)C (p-toluene sulfonic acid). The solvent is C(C)(=O)O (acetic acid). Product: CN1C(N=C(C=C1C1=CC(=CC=C1)Cl)C1=CC(=CC=C1)Cl)=O (1-methyl-4,6-di(m-chlorophenyl)-pyrimidine-2(1H)-one). As a reaction SMILES: [Cl:1][C:2]1[CH:3]=[C:4]([CH:17]=[CH:18][CH:19]=1)[C:5]([CH2:7][C:8](=O)[C:9]1[CH:14]=[CH:13][CH:12]=[C:11]([Cl:15])[CH:10]=1)=O.[CH3:20][NH:21][C:22]([NH2:24])=[O:23].C1(C)C=CC(S(O)(=O)=O)=CC=1>C(O)(=O)C>[CH3:20][N:21]1[C:5]([C:4]2[CH:17]=[CH:18][CH:19]=[C:2]([Cl:1])[CH:3]=2)=[CH:7][C:8]([C:9]2[CH:14]=[CH:13][CH:12]=[C:11]([Cl:15])[CH:10]=2)=[N:24][C:22]1=[O:23]. Procedure: To a solution of 38 g. di(m-chlorobenzoyl)methane in 400 ml. glacial acetic acid is added 23 g. N-methylurea and 57 g. p-toluene sulfonic acid. This mixture is refluxed for 24 hours and acetic acid removed by evaporation in vacuo. The residue is treated with 2N. sodium hydroxide till basic, extracted several times with methylene chloride. The combined methylene chloride extracts are then exhaustively extracted with water, dried and evaporated in vacuo to dryness. The residue is crystallized from... Reactants: COC(=O)CC(C)C(=O)N1CCCC1C(=O)O, CCO, CO, [Na+], [OH-]. The product is CC(CC(=O)O)C(=O)N1CCCC1C(=O)O. As a reaction SMILES: [CH3:1][O:2][C:3](=[O:4])[CH2:5][CH:6]([C:7](=[O:8])[N:9]1[CH:10]([C:11](=[O:12])[OH:13])[CH2:14][CH2:15][CH2:16]1)[CH3:17].[CH3:20][CH2:21][OH:22].[CH3:23][OH:24].[Na+:19].[OH-:18]>>[O:2]=[C:3]([OH:4])[CH2:5][CH:6]([C:7](=[O:8])[N:9]1[CH:10]([C:11](=[O:12])[OH:13])[CH2:14][CH2:15][CH2:16]1)[CH3:17]. Starting materials: solution, FC(C(=O)O)(F)F (trifluoroacetic acid), C(C1=CC=CC=C1)(=O)NC1=C(C(=O)OC(C)(C)C)C=CC(=C1)CCCCC1=CC=CC=C1 (tert-butyl 2-(benzamido)-4-(4-phenylbutyl)benzoate). The product is C(C1=CC=CC=C1)(=O)NC1=C(C(=O)O)C=CC(=C1)CCCCC1=CC=CC=C1 (2-(benzamido)-4-(4-phenylbutyl)benzoic acid). RXN SMILES: FC(F)(F)C(O)=O.[C:8]([NH:16][C:17]1[CH:29]=[C:28]([CH2:30][CH2:31][CH2:32][CH2:33][C:34]2[CH:39]=[CH:38][CH:37]=[CH:36][CH:35]=2)[CH:27]=[CH:26][C:18]=1[C:19]([O:21]C(C)(C)C)=[O:20])(=[O:15])[C:9]1[CH:14]=[CH:13][CH:12]=[CH:11][CH:10]=1>>[C:8]([NH:16][C:17]1[CH:29]=[C:28]([CH2:30][CH2:31][CH2:32][CH2:33][C:34]2[CH:35]=[CH:36][CH:37]=[CH:38][CH:39]=2)[CH:27]=[CH:26][C:18]=1[C:19]([OH:21])=[O:20])(=[O:15])[C:9]1[CH:10]=[CH:11][CH:12]=[CH:13][CH:14]=1. Procedure: 4.9 mL solution of trifluoroacetic acid containing 0.50 g of tert-butyl 2-(benzamido)-4-(4-phenylbutyl)benzoate was stirred at room temperature for 2 hours and 30 minutes. A solid substance was separated by filtration to obtain 0.16 g of 2-(benzamido)-4-(4-phenylbutyl)benzoic acid as white solid. Reactants: Cl (hydrogen chloride), ClCC1=CC=C(C=C1)C1=NSC2=C1C=CC=C2 (3-(4-chloromethylphenyl)-1,2-benzisothiazole), [S] (sulfur), NCCCN (1,3-diaminopropane). Run in C1(=CC=CC=C1)C (toluene). Conditions: time 20 hour. Product: Cl.N1C(NCC=C1)C1=CC=C(C=C1)C1=NSC2=C1C=CC=C2 (3-[4-(Tetrahydropyrimidin-2-yl)-phenyl]-1,2-benzisothiazole hydrochloride). As a reaction SMILES: [Cl:1][CH2:2][C:3]1[CH:8]=[CH:7][C:6]([C:9]2[C:13]3[CH:14]=[CH:15][CH:16]=[CH:17][C:12]=3[S:11][N:10]=2)=[CH:5][CH:4]=1.[S].[NH2:19][CH2:20][CH2:21][CH2:22][NH2:23].Cl>C1(C)C=CC=CC=1>[ClH:1].[NH:19]1[CH:20]=[CH:21][CH2:22][NH:23][CH:2]1[C:3]1[CH:8]=[CH:7][C:6]([C:9]2[C:13]3[CH:14]=[CH:15][CH:16]=[CH:17][C:12]=3[S:11][N:10]=2)=[CH:5][CH:4]=1 |f:5.6,^3:17|. Procedure: 26 g of 3-(4-chloromethylphenyl)-1,2-benzisothiazole, 6.4 g of sulfur and 300 ml of toluene are heated to 50° C. 15 g of 1,3-diaminopropane are added slowly at the same temperature. The reaction mixture is then stirred for 20 hours under reflux. 20 g of hydrogen chloride gas are then passed in over one hour, the mixture is cooled to room temperature and the resulting solid is filtered off. After recrystallization from water in the presence of active charcoal, 18 g of 3-[4-tetrahydropyrimidin-2-y...